describe an organic reaction: reactants, conditions, products, and yield From a dataset of the Open Reaction Database (ORD), a public repository of structured organic reaction records. The reactants are CC(C)(C)[O-].[K+] (t-BuOK), S1C(=NC2=C1C=CC=C2)N(C(=O)C=2C=CC=C1CCN(CC21)C=2SC=C(N2)C(=O)OC)COCC[Si](C)(C)C (methyl 2-(8-(benzo[d]thiazol-2-yl((2-(trimethylsilyl)ethoxy)methyl)carbamoyl)-3,4-dihydroisoquinolin-2(1H)-yl)thiazole-4-carboxylate), CC(C)(C)[O-].[K+] (t-BuOK). Solvent: C(C)(=O)OC(C)(C)C (t-butyl acetate), C1CCOC1 (THF). The product is S1C(=NC2=C1C=CC=C2)N(C(=O)C=2C=CC=C1CCN(CC21)C=2SC=C(N2)C(=O)OC(C)(C)C)COCC[Si](C)(C)C (tert-butyl 2-(8-(benzo[d]thiazol-2-yl((2-(trimethylsilyl)ethoxy)methyl)carbamoyl)-3,4-dihydroisoquinolin-2(1H)-yl)thiazole-4-carboxylate). RXN SMILES: [S:1]1[C:5]2[CH:6]=[CH:7][CH:8]=[CH:9][C:4]=2[N:3]=[C:2]1[N:10]([CH2:32][O:33][CH2:34][CH2:35][Si:36]([CH3:39])([CH3:38])[CH3:37])[C:11]([C:13]1[CH:14]=[CH:15][CH:16]=[C:17]2[C:22]=1[CH2:21][N:20]([C:23]1[S:24][CH:25]=[C:26]([C:28](OC)=[O:29])[N:27]=1)[CH2:19][CH2:18]2)=[O:12].[CH3:40][C:41]([O-:44])([CH3:43])[CH3:42].[K+]>C(OC(C)(C)C)(=O)C.C1COCC1>[S:1]1[C:5]2[CH:6]=[CH:7][CH:8]=[CH:9][C:4]=2[N:3]=[C:2]1[N:10]([CH2:32][O:33][CH2:34][CH2:35][Si:36]([CH3:39])([CH3:38])[CH3:37])[C:11]([C:13]1[CH:14]=[CH:15][CH:16]=[C:17]2[C:22]=1[CH2:21][N:20]([C:23]1[S:24][CH:25]=[C:26]([C:28]([O:44][C:41]([CH3:43])([CH3:42])[CH3:40])=[O:29])[N:27]=1)[CH2:19][CH2:18]2)=[O:12] |f:1.2|. Procedure details: To a stirring solution of methyl 2-(8-(benzo[d]thiazol-2-yl((2-(trimethylsilyl)ethoxy)methyl)carbamoyl)-3,4-dihydroisoquinolin-2(1H)-yl)thiazole-4-carboxylate (38A) (14 g, 24.1 mmol) in t-butyl acetate (200 mL) was added 2 mL of t-BuOK in THF (2M) under vacuum. 3×2 mL t-BuOK were added to the stirring solution under vacuum to drive the reaction to complete. The mixture was then acidified to neutrality and washed with water, brine, dried over Na2SO4, and concentrated under reduced pressure. The c... The reactants are CC(=O)[O-], CC(=O)[O-], CCOCCC(O)CC, CCCCCCC, ClCCl, CCOC(=O)C=[N+]=[N-], [Rh+2]. Yields the product CCOCCC(CC)OCC(=O)OCC. As a reaction SMILES: [C:28]([O-:29])(=[O:30])[CH3:31].[C:33]([O-:34])(=[O:35])[CH3:36].[CH2:1]([CH3:2])[O:3][CH2:4][CH2:5][CH:6]([CH2:7][CH3:8])[OH:9].[CH3:21][CH2:22][CH2:23][CH2:24][CH2:25][CH2:26][CH3:27].[Cl:18][CH2:19][Cl:20].[N+:10](=[N-:11])=[CH:12][C:13](=[O:14])[O:15][CH2:16][CH3:17].[Rh+2:32]>>[CH2:1]([CH3:2])[O:3][CH2:4][CH2:5][CH:6]([CH2:7][CH3:8])[O:9][CH2:12][C:13](=[O:14])[O:15][CH2:16][CH3:17]. Starting materials: BrC=1C=C2C(=NC1)NC=C2C2=C(C=NO2)C2=C(C(=CC=C2)F)F (5-bromo-3-[4-(2,3-difluoro-phenyl)-isoxazol-5-yl]-1H-pyrrolo[2,3-b]pyridine), N1=CN=CC(=C1)B(O)O (5-pyrimidine boronic acid), C(=O)(O)[O-].[Na+] (NaHCO3), C(C)(C)(C)P(C(C)(C)C)C(C)(C)C (tri-tert-butylphosphine). The reagents and catalysts are C1=CC=C(C=C1)P([C-]2C=CC=C2)C3=CC=CC=C3.C1=CC=C(C=C1)P([C-]2C=CC=C2)C3=CC=CC=C3.Cl[Pd]Cl.[Fe+2] (PdCl2(dppf)). Solvent: COCCOC (DME), C(C)(=O)OCC (ethyl acetate). Run at temperature 80 celsius. Product: FC1=C(C=CC=C1F)C=1C=NOC1C1=CNC2=NC=C(C=C21)C=2C=NC=NC2 (3-[4-(2,3-Difluoro-phenyl)-isoxazol-5-yl]-5-pyrimidin-5-yl-1H-pyrrolo[2,3-b]pyridine). The yield is 10.0%. RXN SMILES: Br[C:2]1[CH:3]=[C:4]2[C:10]([C:11]3[O:15][N:14]=[CH:13][C:12]=3[C:16]3[CH:21]=[CH:20][CH:19]=[C:18]([F:22])[C:17]=3[F:23])=[CH:9][NH:8][C:5]2=[N:6][CH:7]=1.[N:24]1[CH:29]=[C:28](B(O)O)[CH:27]=[N:26][CH:25]=1.C([O-])(O)=O.[Na+].C(P(C(C)(C)C)C(C)(C)C)(C)(C)C>COCCOC.C(OCC)(=O)C.C1C=CC(P(C2C=CC=CC=2)[C-]2C=CC=C2)=CC=1.C1C=CC(P(C2C=CC=CC=2)[C-]2C=CC=C2)=CC=1.Cl[Pd]Cl.[Fe+2]>[F:23][C:17]1[C:18]([F:22])=[CH:19][CH:20]=[CH:21][C:16]=1[C:12]1[CH:13]=[N:14][O:15][C:11]=1[C:10]1[C:4]2[C:5](=[N:6][CH:7]=[C:2]([C:28]3[CH:29]=[N:24][CH:25]=[N:26][CH:27]=3)[CH:3]=2)[NH:8][CH:9]=1 |f:2.3,7.8.9.10|. Procedure details: To a solution of 5-bromo-3-[4-(2,3-difluoro-phenyl)-isoxazol-5-yl]-1H-pyrrolo[2,3-b]pyridine (prepared by Method A, 50 mg, 0.13 mmol) and 5-pyrimidine boronic acid (33 mg, 0.27 mmol) in DME (1 mL) was added sat. NaHCO3 (1.2 M, 0.54 mL, 0.65 mmol) and tri-tert-butylphosphine (27 mg, 0.13 mmol). The suspension was stirred under N2 atmosphere while catalyst PdCl2(dppf) (5 mg, 0.006 mmol) was added. The reaction mixture was then heated at 80° C. for 5 h and diluted with ethyl acetate. The inorganic ... The reactants are [OH-].[Na+] (Sodium hydroxide), ClC=1C=C(CN2C3=C(C=C2C(=O)OCC)SC=C3)C=CC1Cl (ethyl 4-(3,4-dichlorobenzyl)thieno[3,2-b]pyrrole-5-carboxylate). Solvent: C1CCOC1 (THF), CO (methanol). Run at time 16 hour. The product is ClC=1C=C(CN2C3=C(C=C2C(=O)O)SC=C3)C=CC1Cl (4-(3,4-Dichlorobenzyl)thieno[3,2-b]pyrrole-5-carboxylic acid). As a reaction SMILES: [OH-].[Na+].[Cl:3][C:4]1[CH:5]=[C:6]([CH:21]=[CH:22][C:23]=1[Cl:24])[CH2:7][N:8]1[C:12]([C:13]([O:15]CC)=[O:14])=[CH:11][C:10]2[S:18][CH:19]=[CH:20][C:9]1=2>C1COCC1.CO>[Cl:3][C:4]1[CH:5]=[C:6]([CH:21]=[CH:22][C:23]=1[Cl:24])[CH2:7][N:8]1[C:12]([C:13]([OH:15])=[O:14])=[CH:11][C:10]2[S:18][CH:19]=[CH:20][C:9]1=2 |f:0.1|. Reported procedure: Sodium hydroxide (3N, 1.3 ml) was added to a stirred solution of ethyl 4-(3,4-dichlorobenzyl)thieno[3,2-b]pyrrole-5-carboxylate (0.137 g) in THF (2.5 ml) and methanol (2.5 ml). Stirring was continued for 16 hours at ambient temperature, concentrated in vacuo and the residue dissolved in water. Dropwise addition of acetic acid led to precipitation of the product as a white solid which was filtered and dried (0.107 g, 85%), NMR d(DMSO) 5.79 (2H, s), 7.05 (1H, m), 7.28 (2H, m), 7.42 (1H, s), 7.60 (... The reactants are CCCc1nc(C)nc(O)c1Cc1ccc([N+](=O)[O-])cc1, O=P(Cl)(Cl)Cl. Yields the product CCCc1nc(C)nc(Cl)c1Cc1ccc([N+](=O)[O-])cc1. Reaction SMILES: [CH2:1]([CH2:2][CH3:3])[c:4]1[c:5]([CH2:12][c:13]2[cH:14][cH:15][c:16]([N+:19](=[O:20])[O-:21])[cH:17][cH:18]2)[c:6]([OH:11])[n:7][c:8]([CH3:10])[n:9]1.[P:22]([Cl:23])([Cl:24])([Cl:25])=[O:26]>>[CH2:1]([CH2:2][CH3:3])[c:4]1[c:5]([CH2:12][c:13]2[cH:14][cH:15][c:16]([N+:19](=[O:20])[O-:21])[cH:17][cH:18]2)[c:6]([Cl:24])[n:7][c:8]([CH3:10])[n:9]1.